From a dataset of the Open Reaction Database (ORD), a public repository of structured organic reaction records. describe an organic reaction: reactants, conditions, products, and yield Starting materials: sulphoxide, ClC1=CC(=CC=C1)C(=O)OO (m-chloroperbenzoic acid), mixture, C1(=CC=CC=C1)C(C1=CC=CC=C1)OC(=O)C1=C(CS[C@H]2N1C([C@H]2NC(COC2=CC=CC=C2)=O)=O)SC2=NN=NN2C (7β-phenoxyacetylamino-3-(1-methyl-5-tetrazolylthio)-3-cephem-4-carboxylic acid diphenylmethyl ester), C1(=CC=CC=C1)C(C1=CC=CC=C1)OC(=O)C1C(=CS[C@H]2N1C([C@H]2NC(COC2=CC=CC=C2)=O)=O)SC2=NN=NN2C (7β-phenoxyacetylamino-3-(1-methyl-5-tetrazolylthio)-2-cephem-4-carboxylic acid diphenylmethyl ester), 1β-oxide, 1α-oxide, C1(=CC=CC=C1)C(C1=CC=CC=C1)OC(=O)C1=C(CS[C@H]2N1C([C@H]2NC(COC2=CC=CC=C2)=O)=O)SC2=NN=NN2C (7β-phenoxyacetylamino-3-(1-methyl-5-tetrazolylthio)-3-cephem-4-carboxylic acid diphenylmethyl ester), β-sulphoxide. Run in C(Cl)(Cl)Cl (chloroform). Run at time 2 hour. Product: C(C)(=O)OC.CCCCCC (methyl acetate hexane), α-sulphoxide. As a reaction SMILES: Cl[C:2]1[CH:7]=[CH:6][CH:5]=[C:4](C(OO)=O)[CH:3]=1.C1([CH:18]([O:25][C:26]([C:28]2N3C(=O)[C@@H](NC(=O)COC4C=CC=CC=4)[C@H]3SCC=2SC2N(C)N=NN=2)=[O:27])C2C=CC=CC=2)C=CC=CC=1.C1(C(OC(C2N3C(=O)[C@@H](NC(=O)COC4C=CC=CC=4)[C@H]3SC=C2SC2N(C)N=NN=2)=O)C2C=CC=CC=2)C=CC=CC=1>C(Cl)(Cl)Cl>[C:26]([O:25][CH3:18])(=[O:27])[CH3:28].[CH3:6][CH2:7][CH2:2][CH2:3][CH2:4][CH3:5] |f:4.5|. Procedure details: 10.35 g (51.1 mmols) of m-chloroperbenzoic acid (85% strength) are added to a solution of 20.7 g (33.8 mmols) of a mixture consisting of 7β-phenoxyacetylamino-3-(1-methyl-5-tetrazolylthio)-3-cephem-4-carboxylic acid diphenylmethyl ester and 7β-phenoxyacetylamino-3-(1-methyl-5-tetrazolylthio)-2-cephem-4-carboxylic acid diphenylmethyl ester in 350 ml of chloroform at 0° C. and the mixture is stirred for 2 hours. Excess per acid is then destroyed by adding 85 ml of 0.1 N sodium thiosulphate. The re... Starting materials: CC(C)(C)c1cc(C=O)cc(C(C)(C)C)c1O, CN1CC(=O)NC1=S, CC(=O)O, NCCC(=O)O, O. Product: CN1C(=S)NC(=O)C1=Cc1cc(C(C)(C)C)c(O)c(C(C)(C)C)c1. RXN SMILES: [C:1]([CH3:2])([CH3:3])([CH3:4])[c:5]1[cH:6][c:7]([CH:8]=[O:9])[cH:10][c:11]([C:14]([CH3:15])([CH3:16])[CH3:17])[c:12]1[OH:13].[CH3:18][N:19]1[C:20](=[S:25])[NH:21][C:22](=[O:24])[CH2:23]1.[CH3:33][C:34](=[O:35])[OH:36].[NH2:26][CH2:27][CH2:28][C:29](=[O:30])[OH:31].[OH2:32]>>[C:1]([CH3:2])([CH3:3])([CH3:4])[c:5]1[cH:6][c:7]([CH:8]=[C:23]2[N:19]([CH3:18])[C:20](=[S:25])[NH:21][C:22]2=[O:24])[cH:10][c:11]([C:14]([CH3:15])([CH3:16])[CH3:17])[c:12]1[OH:13]. Reactants: CNC, CCO, ClCCC=C1c2ccccc2COc2ccccc21, Cl, C1CCOC1, O. Yields the product CN(C)CCC=C1c2ccccc2COc2ccccc21. As a reaction SMILES: [CH3:20][NH:21][CH3:22].[CH3:30][CH2:31][OH:32].[Cl:1][CH2:2][CH2:3][CH:4]=[C:5]1[c:6]2[c:7]([cH:16][cH:17][cH:18][cH:19]2)[O:8][CH2:9][c:10]2[c:11]1[cH:12][cH:13][cH:14][cH:15]2.[ClH:24].[O:25]1[CH2:26][CH2:27][CH2:28][CH2:29]1.[OH2:23]>>[CH2:2]([CH2:3][CH:4]=[C:5]1[c:6]2[c:7]([cH:16][cH:17][cH:18][cH:19]2)[O:8][CH2:9][c:10]2[c:11]1[cH:12][cH:13][cH:14][cH:15]2)[N:21]([CH3:20])[CH3:22].